describe an organic reaction: reactants, conditions, products, and yield From a dataset of the Open Reaction Database (ORD), a public repository of structured organic reaction records. Reactants: CC(=O)O[BH-](OC(C)=O)OC(C)=O, CC(C)=O, CC(=O)O, ClCCCl, ClCCl, COc1ccc(CNc2ncnc3c2ccn3C2CC(CN)C3OC(C)(C)OC32)c(OC)c1, [Na+]. Product: COc1ccc(CNc2ncnc3c2ccn3C2CC(CNC(C)C)C3OC(C)(C)OC32)c(OC)c1. As a reaction SMILES: [C:46]([O:47][BH-:48]([O:49][C:50](=[O:51])[CH3:52])[O:53][C:54](=[O:55])[CH3:56])(=[O:57])[CH3:58].[CH3:38][C:39]([CH3:40])=[O:41].[CH3:42][C:43](=[O:44])[OH:45].[Cl:34][CH2:35][CH2:36][Cl:37].[Cl:60][CH2:61][Cl:62].[NH2:1][CH2:2][CH:3]1[CH2:4][CH:5]([n:13]2[cH:14][cH:15][c:16]3[c:17]2[n:18][cH:19][n:20][c:21]3[NH:22][CH2:23][c:24]2[c:25]([O:32][CH3:33])[cH:26][c:27]([O:30][CH3:31])[cH:28][cH:29]2)[CH:6]2[CH:7]1[O:8][C:9]([CH3:11])([CH3:12])[O:10]2.[Na+:59]>>[NH:1]([CH2:2][CH:3]1[CH2:4][CH:5]([n:13]2[cH:14][cH:15][c:16]3[c:17]2[n:18][cH:19][n:20][c:21]3[NH:22][CH2:23][c:24]2[c:25]([O:32][CH3:33])[cH:26][c:27]([O:30][CH3:31])[cH:28][cH:29]2)[CH:6]2[CH:7]1[O:8][C:9]([CH3:11])([CH3:12])[O:10]2)[CH:39]([CH3:38])[CH3:40]. The reactants are CC1OC(CC(C1)=O)C (2,6-dimethyltetrahydropyran-4-one), C(C1=CC=CC=C1)OC=1C=C(C=CC1)[Mg]Br (3-benzyloxyphenylmagnesium bromide), C(C1=CC=CC=C1)OC=1C=C(C=CC1)Br (3-benzyloxybromobenzene), [Mg] (magnesium), ice, Cl (hydrochloric acid). The solvent is O1CCCC1 (tetrahydrofuran), O1CCCC1 (tetrahydrofuran), O1CCCC1 (tetrahydrofuran). Reaction conditions: time 3 hour. The product is C(C1=CC=CC=C1)OC=1C=C(C=CC1)C1(CC(OC(C1)C)C)O (4-(3-benzyloxyphenyl)-4-hydroxy-2,6-dimethyltetrahydropyran). RXN SMILES: [CH3:1][CH:2]1[CH2:7][C:6](=[O:8])[CH2:5][CH:4]([CH3:9])[O:3]1.[CH2:10]([O:17][C:18]1[CH:19]=[C:20]([Mg]Br)[CH:21]=[CH:22][CH:23]=1)[C:11]1[CH:16]=[CH:15][CH:14]=[CH:13][CH:12]=1.C(OC1C=C(Br)C=CC=1)C1C=CC=CC=1.[Mg].Cl>O1CCCC1>[CH2:10]([O:17][C:18]1[CH:23]=[C:22]([C:6]2([OH:8])[CH2:5][CH:4]([CH3:9])[O:3][CH:2]([CH3:1])[CH2:7]2)[CH:21]=[CH:20][CH:19]=1)[C:11]1[CH:16]=[CH:15][CH:14]=[CH:13][CH:12]=1. Procedure: A solution of 2,6-dimethyltetrahydropyran-4-one (2.2 g) in tetrahydrofuran (5 ml) was added to a solution of 3-benzyloxyphenylmagnesium bromide [prepared by heating a mixture of 3-benzyloxybromobenzene (5 g), magnesium (0.5 g) and tetrahydrofuran (20 ml)] in tetrahydrofuran and the mixture was stirred at ambient temperature for 3 hours. The mixture was cooled to 5° C., ice (5 ml) and 2N hydrochloric acid solution (25 ml) were added, and the mixture was extracted with ethyl acetate. The organic p... Starting materials: C(C1=CC=CC=C1)OC1=C(C=C2C(=CC=NC2=C1)OC=1C=CC2=C(OCCN2)C1)OC (7-(7-(benzyloxy)-6-methoxyquinolin-4-yloxy)-3,4-dihydro-2H-benzo[b][1,4]oxazine). Reagents/catalysts: [Pd] (Palladium). Solvent: C(C)O (ethanol). Conditions: time 20 hour. The product is O1C2=C(NCC1)C=CC(=C2)OC2=CC=NC1=CC(=C(C=C21)OC)O (4-(3,4-dihydro-2H-benzo[b][1,4]oxazin-7-yloxy)-6-methoxyquinolin-7-ol). Yield: 102.8%. As a reaction SMILES: C([O:8][C:9]1[CH:18]=[C:17]2[C:12]([C:13]([O:19][C:20]3[CH:21]=[CH:22][C:23]4[NH:28][CH2:27][CH2:26][O:25][C:24]=4[CH:29]=3)=[CH:14][CH:15]=[N:16]2)=[CH:11][C:10]=1[O:30][CH3:31])C1C=CC=CC=1>C(O)C.[Pd]>[O:25]1[CH2:26][CH2:27][NH:28][C:23]2[CH:22]=[CH:21][C:20]([O:19][C:13]3[C:12]4[C:17](=[CH:18][C:9]([OH:8])=[C:10]([O:30][CH3:31])[CH:11]=4)[N:16]=[CH:15][CH:14]=3)=[CH:29][C:24]1=2. Procedure details: Palladium, 10 wt % on activated carbon (0.050 g, 0.47 mmol) was added to a solution of 7-(7-(benzyloxy)-6-methoxyquinolin-4-yloxy)-3,4-dihydro-2H-benzo[b][1,4]oxazine (0.250 g, 0.60 mmol) in ethanol (10.0 mL). The system was evacuated and purged with hydrogen (g) three times and then stirred under a H2 (g) atmosphere for 20 h. The reaction mixture was filtered through a pad of Celite and concentrated to afford 4-(3,4-dihydro-2H-benzo[b][1,4]oxazin-7-yloxy)-6-methoxyquinolin-7-ol (0.200 g, 102% y... Starting materials: N1C=CC2=CC(=CC=C12)CO ((1H-indol-5-yl)-methanol). Reagents/catalysts: [O-2].[Mn+2] (manganese oxide). Solvent: ClCCl (dichloromethane). Run at time 60 hour. Product: N1C=CC2=CC(=CC=C12)C=O (1H-indole-5-carbaldehyde). Yield: 40.1%. RXN SMILES: [NH:1]1[C:9]2[C:4](=[CH:5][C:6]([CH2:10][OH:11])=[CH:7][CH:8]=2)[CH:3]=[CH:2]1>ClCCl.[O-2].[Mn+2]>[NH:1]1[C:9]2[C:4](=[CH:5][C:6]([CH:10]=[O:11])=[CH:7][CH:8]=2)[CH:3]=[CH:2]1 |f:2.3|. Procedure: A mixture of (1H-indol-5-yl)-methanol (3.8 g, 25.8 mmol) and manganese oxide (5 g, 57.5 mmol) in dichloromethane (50 mL) was stirred at room temperature for 60 hours. After the usual work-up and chromatography, 1.5 g (40%) of 1H-indole-5-carbaldehyde was obtained. The reactants are CNC1=NC=C(C=C1)C#C[Si](C)(C)C (methyl-(5-trimethylsilanylethynyl-pyridin-2-yl)-amine), C(=O)([O-])[O-].[K+].[K+] (K2CO3). Run in CO (MeOH). Yields the product C(#C)C=1C=CC(=NC1)NC ((5-Ethynyl-pyridin-2-yl)-methyl-amine). Reaction SMILES: [CH3:1][NH:2][C:3]1[CH:8]=[CH:7][C:6]([C:9]#[C:10][Si](C)(C)C)=[CH:5][N:4]=1.C([O-])([O-])=O.[K+].[K+]>CO>[C:9]([C:6]1[CH:7]=[CH:8][C:3]([NH:2][CH3:1])=[N:4][CH:5]=1)#[CH:10] |f:1.2.3|. Reported procedure: The title compound is synthesized according to general procedure GP3 starting from 1.5 g (7.3 mmol) methyl-(5-trimethylsilanylethynyl-pyridin-2-yl)-amine and 507 mg (3.7 mmol) K2CO3 in 10 mL MeOH. Yield: 698 mg (56%) after chromatography on silica gel. The reactants are FC(C1=NC2=C(N1C1=CC(=NC(=N1)N1CCOCC1)O[C@@H]1CC[C@H](CC1)N1C([C@H](CC1)NC(OCCOCC1=CC=CC=C1)=O)=O)C=CC=C2)F (2-(benzyloxy)ethyl {(3S)-1-[trans-4-({6-[2-(difluoromethyl)-1H-benzimidazol-1-yl]-2-(morpholin-4-yl)pyrimidin-4-yl}oxy)cyclohexyl]-2-oxopyrrolidin-3-yl}carbamate). Reagents/catalysts: [C].[Pd] (palladium-carbon). Solvent: CO (methanol). Reaction conditions: time 8 hour. Product: FC(C1=NC2=C(N1C1=CC(=NC(=N1)N1CCOCC1)O[C@@H]1CC[C@H](CC1)N1C([C@H](CC1)NC(OCCO)=O)=O)C=CC=C2)F (2-hydroxyethyl {(3S)-1-[trans-4-({6-[2-(difluoromethyl)-1H-benzimidazol-1-yl]-2-(morpholin-4-yl)pyrimidin-4-yl}oxy)cyclohexyl]-2-oxopyrrolidin-3-yl}carbamate). Isolated yield 40.9%. As a reaction SMILES: [F:1][CH:2]([F:51])[C:3]1[N:7]([C:8]2[N:13]=[C:12]([N:14]3[CH2:19][CH2:18][O:17][CH2:16][CH2:15]3)[N:11]=[C:10]([O:20][C@H:21]3[CH2:26][CH2:25][C@H:24]([N:27]4[CH2:31][CH2:30][C@H:29]([NH:32][C:33](=[O:45])[O:34][CH2:35][CH2:36][O:37]CC5C=CC=CC=5)[C:28]4=[O:46])[CH2:23][CH2:22]3)[CH:9]=2)[C:6]2[CH:47]=[CH:48][CH:49]=[CH:50][C:5]=2[N:4]=1>CO.[C].[Pd]>[F:51][CH:2]([F:1])[C:3]1[N:7]([C:8]2[N:13]=[C:12]([N:14]3[CH2:15][CH2:16][O:17][CH2:18][CH2:19]3)[N:11]=[C:10]([O:20][C@H:21]3[CH2:22][CH2:23][C@H:24]([N:27]4[CH2:31][CH2:30][C@H:29]([NH:32][C:33](=[O:45])[O:34][CH2:35][CH2:36][OH:37])[C:28]4=[O:46])[CH2:25][CH2:26]3)[CH:9]=2)[C:6]2[CH:47]=[CH:48][CH:49]=[CH:50][C:5]=2[N:4]=1 |f:2.3|. Procedure: To a solution of 2-(benzyloxy)ethyl {(3S)-1-[trans-4-({6-[2-(difluoromethyl)-1H-benzimidazol-1-yl]-2-(morpholin-4-yl)pyrimidin-4-yl}oxy)cyclohexyl]-2-oxopyrrolidin-3-yl}carbamate (84 mg) in methanol (1 mL) was added 10% palladium-carbon (50% wet) (84 mg), followed by stirring at room temperature overnight at 3 atm under a hydrogen atmosphere. The catalyst was removed and the filtrate was concentrated under reduced pressure. The residue was purified by silica gel chromatography (chloroform:methan... The reactants are C(C)OC(=O)C=1N(C2=CC=C(C=C2C1CN)F)CC=1C2=C(SC1)C=CC(=C2)F (3-Aminomethyl-5-fluoro-1-(5-fluoro-benzo[b]thiophen-3-ylmethyl)-1H-indole-2-carboxylic acid ethyl ester), Cl (hydrogen chloride), CS(=O)(=O)Cl (methanesulfonyl chloride). Yields the product C(C)OC(=O)C=1N(C2=CC=C(C=C2C1CNS(=O)(=O)C)F)CC=1C2=C(SC1)C=CC(=C2)F (5-fluoro-1-(5-fluoro-benzo[b]thiophen-3-ylmethyl)-3-(methanesulfonylamino-methyl)-1H-indole-2-carboxylic acid ethyl ester). Reaction SMILES: [CH2:1]([O:3][C:4]([C:6]1[N:7]([CH2:18][C:19]2[C:20]3[CH:27]=[C:26]([F:28])[CH:25]=[CH:24][C:21]=3[S:22][CH:23]=2)[C:8]2[C:13]([C:14]=1[CH2:15][NH2:16])=[CH:12][C:11]([F:17])=[CH:10][CH:9]=2)=[O:5])[CH3:2].Cl.[CH3:30][S:31](Cl)(=[O:33])=[O:32]>>[CH2:1]([O:3][C:4]([C:6]1[N:7]([CH2:18][C:19]2[C:20]3[CH:27]=[C:26]([F:28])[CH:25]=[CH:24][C:21]=3[S:22][CH:23]=2)[C:8]2[C:13]([C:14]=1[CH2:15][NH:16][S:31]([CH3:30])(=[O:33])=[O:32])=[CH:12][C:11]([F:17])=[CH:10][CH:9]=2)=[O:5])[CH3:2]. Procedure: 3-Aminomethyl-5-fluoro-1-(5-fluoro-benzo[b]thiophen-3-ylmethyl)-1H-indole-2-carboxylic acid ethyl ester; salt with hydrogen chloride was reacted with methanesulfonyl chloride as described in Example 77.1. to give 5-fluoro-1-(5-fluoro-benzo[b]thiophen-3-ylmethyl)-3-(methanesulfonylamino-methyl)-1H-indole-2-carboxylic acid ethyl ester which was hydrolyzed as described in the general procedure B (Exp. 2.2) to give 5-fluoro-1-(5-fluoro-benzo[b]thiophen-3-ylmethyl)-3-(methanesulfonylamino-methyl)-1H-... The reactants are FC=1C=C(C=O)C=C(C1)F (3,5-difluorobenzaldehyde), C1(CC1)[Mg]Br (cyclopropylmagnesium bromide). Solvent: O1CCCC1 (tetrahydrofuran). Reaction conditions: temperature 0 celsius, time 60 minute. The product is C1(CC1)C(O)C1=CC(=CC(=C1)F)F (cyclopropyl(3,5-difluorophenyl)methanol). Reaction SMILES: [F:1][C:2]1[CH:3]=[C:4]([CH:7]=[C:8]([F:10])[CH:9]=1)[CH:5]=[O:6].[CH:11]1([Mg]Br)[CH2:13][CH2:12]1>O1CCCC1>[CH:11]1([CH:5]([C:4]2[CH:3]=[C:2]([F:1])[CH:9]=[C:8]([F:10])[CH:7]=2)[OH:6])[CH2:13][CH2:12]1. Procedure: A solution of 3,5-difluorobenzaldehyde (1.0 g, 7.0 mmol) was dissolved in tetrahydrofuran (10 mL) was cooled in an ice bath. cyclopropylmagnesium bromide (0.5 M in THF, 1.2 equiv., 8.4 mmol) was added slowly and the mixture was stirred at 0° C. for 60 min. The reaction was quenched with sat. ammonium chloride and extracted twice with EtOAc. The combined organic extracts were dried over Na2SO4, filtered and concentrated to give the title compound of sufficient purity to be used directly.